From a dataset of the Open Reaction Database (ORD), a public repository of structured organic reaction records. describe an organic reaction: reactants, conditions, products, and yield RXN SMILES: [Br:1][c:2]1[cH:3][c:4]2[c:8]([cH:9][cH:10]1)[C:7](=[O:11])[CH2:6][CH2:5]2.[C-:24]#[N:25].[C-:27]#[N:28].[C:29]([P:30]([C:31]([CH3:32])([CH3:33])[CH3:34])[C:35]([CH3:36])([CH3:37])[CH3:38])([CH3:39])([CH3:40])[CH3:41].[C:42]([P:43]([C:44]([CH3:45])([CH3:46])[CH3:47])[C:48]([CH3:49])([CH3:50])[CH3:51])([CH3:52])([CH3:53])[CH3:54].[CH2:19]1[O:20][CH2:21][CH2:22][CH2:23]1.[CH3:12][N:13]1[CH2:14][CH2:15][CH2:16][C:17]1=[O:18].[Pd:55].[Zn+2:26]>>[c:2]1([C:12]#[N:13])[cH:3][c:4]2[c:8]([cH:9][cH:10]1)[C:7](=[O:11])[CH2:6][CH2:5]2. Yields the product N#Cc1ccc2c(c1)CCC2=O. The reactants are O=C1CCc2cc(Br)ccc21, [C-]#N, [C-]#N, CC(C)(C)P(C(C)(C)C)C(C)(C)C, CC(C)(C)P(C(C)(C)C)C(C)(C)C, C1CCOC1, CN1CCCC1=O, [Pd], [Zn+2].